From a dataset of the Open Reaction Database (ORD), a public repository of structured organic reaction records. describe an organic reaction: reactants, conditions, products, and yield Reactants: C(C1=CC=CC=C1)N1C(SCC1)=NC#N (3-benzyl-2-cyanimino-thiazolidine), Cl (hydrochloric acid), [OH-].[NH4+] (ammonium hydroxide). Yields the product C(C1=CC=CC=C1)N1C(SCC1)=NC(N)=O (3-benzyl-2-carbamoylimino-thiazolidine). Reaction SMILES: [CH2:1]([N:8]1[CH2:12][CH2:11][S:10][C:9]1=[N:13][C:14]#[N:15])[C:2]1[CH:7]=[CH:6][CH:5]=[CH:4][CH:3]=1.Cl.[OH-:17].[NH4+]>>[CH2:1]([N:8]1[CH2:12][CH2:11][S:10][C:9]1=[N:13][C:14](=[O:17])[NH2:15])[C:2]1[CH:7]=[CH:6][CH:5]=[CH:4][CH:3]=1 |f:2.3|. Reported procedure: 6.36 g (50 moles) of 3-benzyl-2-cyanimino-thiazolidine are boiled with 80 ml of a 10% hydrochloric acid for 10 minutes. A clear solution is obtained, which is cooled down and alkalized with a 25% aqueous ammonium hydroxide solution to yield 5.65 g of 3-benzyl-2-carbamoylimino-thiazolidine, melting at 143° to 145° C. After crystallization from ethanol the melting point is raised to 148° C. Starting materials: OCc1[nH]ccc1Cc1ccccc1, CC1(C)C(Oc2ccc(Cl)cc2)C1C(=O)O, CN(C)C=O, O, O=S(Cl)Cl, c1ccccc1. The product is CC1(C)C(Oc2ccc(Cl)cc2)C1C(=O)OCc1[nH]ccc1Cc1ccccc1. Reaction SMILES: [CH2:26]([c:27]1[cH:28][cH:29][cH:30][cH:31][cH:32]1)[c:33]1[c:34]([CH2:38][OH:39])[nH:35][cH:36][cH:37]1.[Cl:1][c:2]1[cH:3][cH:4][c:5]([O:6][CH:7]2[C:8]([CH3:13])([CH3:14])[CH:9]2[C:10](=[O:11])[OH:12])[cH:15][cH:16]1.[O:21]=[CH:22][N:23]([CH3:24])[CH3:25].[OH2:46].[S:17]([Cl:18])([Cl:19])=[O:20].[cH:40]1[cH:41][cH:42][cH:43][cH:44][cH:45]1>>[Cl:1][c:2]1[cH:3][cH:4][c:5]([O:6][CH:7]2[C:8]([CH3:13])([CH3:14])[CH:9]2[C:10](=[O:11])[O:12][CH2:38][c:34]2[c:33]([CH2:26][c:27]3[cH:28][cH:29][cH:30][cH:31][cH:32]3)[cH:37][cH:36][nH:35]2)[cH:15][cH:16]1.